describe an organic reaction: reactants, conditions, products, and yield From a dataset of the Open Reaction Database (ORD), a public repository of structured organic reaction records. The reactants are [Br-], CC(C)(C)S(=O)N=Cc1ccc2c(c1)CCC(NC(=O)c1ccc(OCC3CCCO3)cc1)C2, CCOCC, C[Mg+], ClCCl, O. Yields the product CC(NS(=O)C(C)(C)C)c1ccc2c(c1)CCC(NC(=O)c1ccc(OCC3CCCO3)cc1)C2. RXN SMILES: [Br-:43].[CH3:1][C:2]([CH3:3])([CH3:4])[S:5](=[O:6])[N:7]=[CH:8][c:9]1[cH:10][c:11]2[c:16]([cH:17][cH:18]1)[CH2:15][CH:14]([NH:19][C:20]([c:21]1[cH:22][cH:23][c:24]([O:27][CH2:28][CH:29]3[O:30][CH2:31][CH2:32][CH2:33]3)[cH:25][cH:26]1)=[O:34])[CH2:13][CH2:12]2.[CH3:35][CH2:36][O:37][CH2:38][CH3:39].[CH3:44][Mg+:45].[Cl:40][CH2:41][Cl:42].[OH2:46]>>[CH3:1][C:2]([CH3:3])([CH3:4])[S:5](=[O:6])[NH:7][CH:8]([c:9]1[cH:10][c:11]2[c:16]([cH:17][cH:18]1)[CH2:15][CH:14]([NH:19][C:20]([c:21]1[cH:22][cH:23][c:24]([O:27][CH2:28][CH:29]3[O:30][CH2:31][CH2:32][CH2:33]3)[cH:25][cH:26]1)=[O:34])[CH2:13][CH2:12]2)[CH3:35]. Starting materials: C(CCCCC)C=1C=C(C=CC1)C=1NC(=C(N1)I)I (2-(3-hexyl-phenyl)-4,5-diiodo-1H-imidazole), [H-].[Na+] (sodium hydride), IC (iodomethane). Solvent: CN(C)C=O (DMF), CN(C)C=O (DMF). Run at time 2 hour. Product: C(CCCCC)C=1C=C(C=CC1)C=1N(C(=C(N1)I)I)C (2-(3-Hexyl-phenyl)-4,5-diiodo-1-methyl-1H-imidazole). The yield is 86.5%. Reaction SMILES: [CH2:1]([C:7]1[CH:8]=[C:9]([C:13]2[NH:14][C:15]([I:19])=[C:16]([I:18])[N:17]=2)[CH:10]=[CH:11][CH:12]=1)[CH2:2][CH2:3][CH2:4][CH2:5][CH3:6].[H-].[Na+].I[CH3:23]>CN(C=O)C>[CH2:1]([C:7]1[CH:8]=[C:9]([C:13]2[N:14]([CH3:23])[C:15]([I:19])=[C:16]([I:18])[N:17]=2)[CH:10]=[CH:11][CH:12]=1)[CH2:2][CH2:3][CH2:4][CH2:5][CH3:6] |f:1.2|. Reported procedure: A solution of 8.45 g (17.6 mmol) of 2-(3-hexyl-phenyl)-4,5-diiodo-1H-imidazole in 150 ml of DMF was treated at 0° C. with 0.806 g (18.5 mmol) of sodium hydride (55% dispersion in mineral oil); 15 min later, a solution of 1.52 ml=3.47 g (24.2 mmol) of iodomethane in 25 ml of DMF was added drop by drop at 0° C. After 2 hours, the reaction mixture was poured into crashed ice and extracted twice with EtOAc; the organic phases were washed with water, dried over magnesium sulfate, filtered and evapora... The reactants are BrC=1C=C2C(=C(C=NC2=CC1)C(=O)C1CC1)NC=1C=NC(=CC1)NCCN(C)C ((6-bromo-4-(6-(2-(dimethylamino)ethylamino)pyridin-3-ylamino)quinolin-3-yl)(cyclopropyl)methanone), ClC1=C(C(=CC(=C1)B1OC(C(O1)(C)C)(C)C)F)O (2-chloro-6-fluoro-4-(4,4,5,5-tetramethyl-1,3,2-dioxaborolan-2-yl)phenol). The product is ClC=1C=C(C=C(C1O)F)C=1C=C2C(=C(C=NC2=CC1)C(=O)C1CC1)NC=1C=NC(=CC1)NCCN(C)C ((6-(3-chloro-5-fluoro-4-hydroxyphenyl)-4-(6-(2-(dimethylamino)ethylamino)pyridin-3-ylamino)quinolin-3-yl)(cyclopropyl)methanone). Isolated yield 6.8%. As a reaction SMILES: Br[C:2]1[CH:3]=[C:4]2[C:9](=[CH:10][CH:11]=1)[N:8]=[CH:7][C:6]([C:12]([CH:14]1[CH2:16][CH2:15]1)=[O:13])=[C:5]2[NH:17][C:18]1[CH:19]=[N:20][C:21]([NH:24][CH2:25][CH2:26][N:27]([CH3:29])[CH3:28])=[CH:22][CH:23]=1.[Cl:30][C:31]1[CH:36]=[C:35](B2OC(C)(C)C(C)(C)O2)[CH:34]=[C:33]([F:46])[C:32]=1[OH:47]>>[Cl:30][C:31]1[CH:36]=[C:35]([C:2]2[CH:3]=[C:4]3[C:9](=[CH:10][CH:11]=2)[N:8]=[CH:7][C:6]([C:12]([CH:14]2[CH2:16][CH2:15]2)=[O:13])=[C:5]3[NH:17][C:18]2[CH:19]=[N:20][C:21]([NH:24][CH2:25][CH2:26][N:27]([CH3:28])[CH3:29])=[CH:22][CH:23]=2)[CH:34]=[C:33]([F:46])[C:32]=1[OH:47]. Procedure: Following general procedure D, (6-bromo-4-(6-(2-(dimethylamino)ethylamino)pyridin-3-ylamino)quinolin-3-yl)(cyclopropyl)methanone (75 mg, 0.17 mmol) was reacted with 2-chloro-6-fluoro-4-(4,4,5,5-tetramethyl-1,3,2-dioxaborolan-2-yl)phenol (69 mg, 0.25 mmol) to afford the desired product (6 mg, 7%) as a yellow-orange solid: 1H NMR (500 MHz, CD3OD+TFA-d) δ 9.40 (s, 1H), 8.25 (dd, J=8.8, 1.9 Hz, 1H), 8.22-8.15 (m, 2H), 8.03 (d, J=8.8 Hz, 1H), 7.69 (dd, J=9.1, 2.6 Hz, 1H), 7.27-7.18 (m, 2H), 6.95 (d, ... Starting materials: COC(C1=CC(=NC(=C1)S(=O)(=O)CCC)Cl)=O (2-chloro-6-propanesulfonyl-isonicotinic acid methyl ester), C1(=CC=CC=C1)P(C1=C(C2=CC=CC=C2C=C1)C1=C(C=CC2=CC=CC=C12)P(C1=CC=CC=C1)C1=CC=CC=C1)C1=CC=CC=C1 (racemic 2,2′-bis(diphenylphosphino)-1,1′-binaphthyl), C([O-])([O-])=O.[Cs+].[Cs+] (cesium carbonate), [C@H](C)(CC)N ((S)-sec-butylamine). Reagents/catalysts: C(C)(=O)[O-].[Pd+2].C(C)(=O)[O-] (palladium acetate). The solvent is C1(=CC=CC=C1)C (toluene). Run at temperature 90 celsius, time 8 hour. The product is COC(C1=CC(=NC(=C1)S(=O)(=O)CCC)N[C@@H](C)CC)=O ((S)-2-sec-Butylamino-6-propanesulfonyl-isonicotinic acid methyl ester). Yield: 80.9%. RXN SMILES: [CH3:1][O:2][C:3](=[O:17])[C:4]1[CH:9]=[C:8]([S:10]([CH2:13][CH2:14][CH3:15])(=[O:12])=[O:11])[N:7]=[C:6](Cl)[CH:5]=1.C1(P(C2C=CC=CC=2)C2C=CC3C(=CC=CC=3)C=2C2C3C(=CC=CC=3)C=CC=2P(C2C=CC=CC=2)C2C=CC=CC=2)C=CC=CC=1.C(=O)([O-])[O-].[Cs+].[Cs+].[C@@H:70]([NH2:74])([CH2:72][CH3:73])[CH3:71]>C([O-])(=O)C.[Pd+2].C([O-])(=O)C.C1(C)C=CC=CC=1>[CH3:1][O:2][C:3](=[O:17])[C:4]1[CH:9]=[C:8]([S:10]([CH2:13][CH2:14][CH3:15])(=[O:12])=[O:11])[N:7]=[C:6]([NH:74][C@H:70]([CH2:72][CH3:73])[CH3:71])[CH:5]=1 |f:2.3.4,6.7.8|. Procedure details: Add 2-chloro-6-propanesulfonyl-isonicotinic acid methyl ester (2.70 g, 9.71 mmol), toluene (40 mL), palladium acetate (218 mg, 0.97 mmol), racemic 2,2′-bis(diphenylphosphino)-1,1′-binaphthyl (605 mg, 0.97 mmol), cesium carbonate (4.75 g, 14.6 mmol), and (S)-sec-butylamine (1.46 mL, 14.6 mmol) to a sealed vessel flushed with nitrogen. Heat and stir the sealed vessel at 90° C. overnight. Cool to room temperature, filter through a pad of filtering agent, concentrate and purify (silica gel chromatog... The reactants are O=C([O-])[O-], CS(N)(=O)=O, CC#N, [K+], [K+], COc1cc(OC)nc(Oc2cccc(-c3ccccc3)c2C(=O)Oc2ccc([N+](=O)[O-])cc2)n1. Yields the product COc1cc(OC)nc(Oc2cccc(-c3ccccc3)c2C(=O)NS(C)(=O)=O)n1. As a reaction SMILES: [C:41](=[O:42])([O-:43])[O-:44].[CH3:36][S:37](=[O:38])(=[O:39])[NH2:40].[CH3:47][C:48]#[N:49].[K+:45].[K+:46].[c:1]1(-[c:7]2[cH:8][cH:9][cH:10][c:11]([O:25][c:26]3[n:27][c:28]([O:34][CH3:35])[cH:29][c:30]([O:32][CH3:33])[n:31]3)[c:12]2[C:13]([O:15][c:14]2[cH:16][cH:17][c:18]([N+:19]([O-:20])=[O:21])[cH:22][cH:23]2)=[O:24])[cH:2][cH:3][cH:4][cH:5][cH:6]1>>[c:1]1(-[c:7]2[cH:8][cH:9][cH:10][c:11]([O:25][c:26]3[n:27][c:28]([O:34][CH3:35])[cH:29][c:30]([O:32][CH3:33])[n:31]3)[c:12]2[C:13](=[O:15])[NH:40][S:37]([CH3:36])(=[O:38])=[O:39])[cH:2][cH:3][cH:4][cH:5][cH:6]1.